This data is from the Open Reaction Database (ORD), a public repository of structured organic reaction records. The task is: describe an organic reaction: reactants, conditions, products, and yield Reaction SMILES: [Br:23][c:24]1[cH:25][c:26]([C:27]#[N:28])[cH:29][cH:30][c:31]1[O:32][CH3:33].[CH3:40][c:41]1[cH:42][cH:43][cH:44][cH:45][cH:46]1.[CH3:47][CH2:48][OH:49].[Na+:34].[Na+:35].[O-:36][C:37](=[O:38])[O-:39].[OH:1][CH:2]([CH:3]([O:4][c:5]1[cH:6][cH:7][c:8]([B:11]([OH:12])[OH:13])[cH:9][cH:10]1)[CH3:14])[CH2:15][CH2:16][c:17]1[cH:18][n:19][cH:20][cH:21][cH:22]1.[cH:50]1[cH:51][cH:52][c:53]([P:54]([Pd:55]([P:56]([c:57]2[cH:58][cH:59][cH:60][cH:61][cH:62]2)([c:63]2[cH:64][cH:65][cH:66][cH:67][cH:68]2)[c:69]2[cH:70][cH:71][cH:72][cH:73][cH:74]2)([P:75]([c:76]2[cH:77][cH:78][cH:79][cH:80][cH:81]2)([c:82]2[cH:83][cH:84][cH:85][cH:86][cH:87]2)[c:88]2[cH:89][cH:90][cH:91][cH:92][cH:93]2)[P:94]([c:95]2[cH:96][cH:97][cH:98][cH:99][cH:100]2)([c:101]2[cH:102][cH:103][cH:104][cH:105][cH:106]2)[c:107]2[cH:108][cH:109][cH:110][cH:111][cH:112]2)([c:113]2[cH:114][cH:115][cH:116][cH:117][cH:118]2)[c:119]2[cH:120][cH:121][cH:122][cH:123][cH:124]2)[cH:125][cH:126]1>>[OH:1][CH:2]([CH:3]([O:4][c:5]1[cH:6][cH:7][c:8](-[c:24]2[cH:25][c:26]([C:27]#[N:28])[cH:29][cH:30][c:31]2[O:32][CH3:33])[cH:9][cH:10]1)[CH3:14])[CH2:15][CH2:16][c:17]1[cH:18][n:19][cH:20][cH:21][cH:22]1. Yields the product COc1ccc(C#N)cc1-c1ccc(OC(C)C(O)CCc2cccnc2)cc1. Starting materials: COc1ccc(C#N)cc1Br, Cc1ccccc1, CCO, [Na+], [Na+], O=C([O-])[O-], CC(Oc1ccc(B(O)O)cc1)C(O)CCc1cccnc1, c1ccc(P(c2ccccc2)(c2ccccc2)[Pd](P(c2ccccc2)(c2ccccc2)c2ccccc2)(P(c2ccccc2)(c2ccccc2)c2ccccc2)P(c2ccccc2)(c2ccccc2)c2ccccc2)cc1. Starting materials: Nc1ncc(Br)s1, CSc1ccc(C(=CC2CCCC2)C(=O)O)cn1. Yields the product CSc1ccc(C(=CC2CCCC2)C(=O)Nc2ncc(Br)s2)cn1. RXN SMILES: [Br:19][c:20]1[cH:21][n:22][c:23]([NH2:25])[s:24]1.[CH:1]1([CH:6]=[C:7]([C:8](=[O:9])[OH:10])[c:11]2[cH:12][n:13][c:14]([S:17][CH3:18])[cH:15][cH:16]2)[CH2:2][CH2:3][CH2:4][CH2:5]1>>[CH:1]1([CH:6]=[C:7]([C:8](=[O:10])[NH:25][c:23]2[n:22][cH:21][c:20]([Br:19])[s:24]2)[c:11]2[cH:12][n:13][c:14]([S:17][CH3:18])[cH:15][cH:16]2)[CH2:2][CH2:3][CH2:4][CH2:5]1. Starting materials: OCCCBr, Nc1ncnc2[nH]nc(I)c12, C1CCOC1, c1ccc(P(c2ccccc2)c2ccccc2)cc1. Product: Nc1ncnc2c1c(I)nn2CCCBr. As a reaction SMILES: [Br:12][CH2:13][CH2:14][CH2:15][OH:16].[I:1][c:2]1[n:3][nH:4][c:5]2[n:6][cH:7][n:8][c:9]([NH2:11])[c:10]12.[O:36]1[CH2:37][CH2:38][CH2:39][CH2:40]1.[c:17]1([P:18]([c:19]2[cH:20][cH:21][cH:22][cH:23][cH:24]2)[c:25]2[cH:26][cH:27][cH:28][cH:29][cH:30]2)[cH:31][cH:32][cH:33][cH:34][cH:35]1>>[I:1][c:2]1[n:3][n:4]([CH2:15][CH2:14][CH2:13][Br:12])[c:5]2[n:6][cH:7][n:8][c:9]([NH2:11])[c:10]12. Reactants: CCOC1CNCC1Nc1nc(CC)c(-c2ccc(Cl)cc2Cl)nc1CC, CCc1nc(-c2ccc(Cl)cc2Cl)c(CC)nc1NC1CN(C(=O)OCc2ccccc2)CC1OCCF. The product is CCc1nc(-c2ccc(Cl)cc2Cl)c(CC)nc1NC1CNCC1OCCF. As a reaction SMILES: [Cl:1][c:2]1[cH:3][c:4]([Cl:5])[cH:6][cH:7][c:8]1-[c:9]1[n:10][c:11]([CH2:12][CH3:13])[c:14]([NH:15][CH:16]2[CH:17]([O:18][CH2:19][CH3:20])[CH2:21][NH:22][CH2:23]2)[n:24][c:25]1[CH2:26][CH3:27].[Cl:28][c:29]1[c:30](-[c:36]2[n:37][c:38]([CH2:64][CH3:65])[c:39]([NH:44][CH:45]3[CH2:46][N:47]([C:54]([O:55][CH2:56][c:57]4[cH:58][cH:59][cH:60][cH:61][cH:62]4)=[O:63])[CH2:48][CH:49]3[O:50][CH2:51][CH2:52][F:53])[n:40][c:41]2[CH2:42][CH3:43])[cH:31][cH:32][c:33]([Cl:35])[cH:34]1>>[Cl:28][c:29]1[c:30](-[c:36]2[n:37][c:38]([CH2:64][CH3:65])[c:39]([NH:44][CH:45]3[CH2:46][NH:47][CH2:48][CH:49]3[O:50][CH2:51][CH2:52][F:53])[n:40][c:41]2[CH2:42][CH3:43])[cH:31][cH:32][c:33]([Cl:35])[cH:34]1.